Dataset: the Open Reaction Database (ORD), a public repository of structured organic reaction records. Task: describe an organic reaction: reactants, conditions, products, and yield Reactants: C1CCOC1, CC(C)(C)[O-], OCc1ccc(Cl)nc1, CI, [K+]. Product: COCc1ccc(Cl)nc1. Reaction SMILES: [CH2:18]1[O:19][CH2:20][CH2:21][CH2:22]1.[CH3:1][C:2]([CH3:3])([O-:4])[CH3:5].[Cl:7][c:8]1[cH:9][cH:10][c:11]([CH2:14][OH:15])[cH:12][n:13]1.[I:16][CH3:17].[K+:6]>>[CH3:1][O:15][CH2:14][c:11]1[cH:10][cH:9][c:8]([Cl:7])[n:13][cH:12]1.